Dataset: the Open Reaction Database (ORD), a public repository of structured organic reaction records. Task: describe an organic reaction: reactants, conditions, products, and yield The reactants are CC(CC(O)C(Cc1ccccc1)NC(=O)c1cc(-c2ccccc2)cc(N2CCCC2=O)c1)C(=O)NCCC(C)(C)C, CC(CC(O)C(N)Cc1ccccc1)C(=O)NC1CC2CCC1C2, O=C(O)c1cc(N2CCCC2=O)cc(N2CCCC2=O)c1. Product: CC(CC(O)C(Cc1ccccc1)NC(=O)c1cc(N2CCCC2=O)cc(N2CCCC2=O)c1)C(=O)NC1CC2CCC1C2. RXN SMILES: [CH2:1]([CH:2]([NH:3][C:4](=[O:5])[c:6]1[cH:7][c:8](-[c:9]2[cH:10][cH:11][cH:12][cH:13][cH:14]2)[cH:15][c:16]([N:17]2[CH2:18][CH2:19][CH2:20][C:21]2=[O:22])[cH:23]1)[CH:24]([OH:25])[CH2:26][CH:27]([C:28](=[O:29])[NH:30][CH2:31][CH2:32][C:33]([CH3:34])([CH3:35])[CH3:36])[CH3:37])[c:38]1[cH:39][cH:40][cH:41][cH:42][cH:43]1.[CH:65]12[CH:66]([NH:72][C:73]([CH:74]([CH2:75][CH:76]([CH:77]([CH2:78][c:79]3[cH:80][cH:81][cH:82][cH:83][cH:84]3)[NH2:85])[OH:86])[CH3:87])=[O:88])[CH2:67][CH:68]([CH2:69][CH2:70]1)[CH2:71]2.[O:44]=[C:45]1[N:46]([c:50]2[cH:51][c:52]([C:53](=[O:54])[OH:55])[cH:56][c:57]([N:59]3[C:60](=[O:64])[CH2:61][CH2:62][CH2:63]3)[cH:58]2)[CH2:47][CH2:48][CH2:49]1>>[O:44]=[C:45]1[N:46]([c:50]2[cH:51][c:52]([C:53](=[O:54])[NH:85][CH:77]([CH:76]([CH2:75][CH:74]([C:73]([NH:72][CH:66]3[CH:65]4[CH2:70][CH2:69][CH:68]([CH2:67]3)[CH2:71]4)=[O:88])[CH3:87])[OH:86])[CH2:78][c:79]3[cH:80][cH:81][cH:82][cH:83][cH:84]3)[cH:56][c:57]([N:59]3[C:60](=[O:64])[CH2:61][CH2:62][CH2:63]3)[cH:58]2)[CH2:47][CH2:48][CH2:49]1.